This data is from the Open Reaction Database (ORD), a public repository of structured organic reaction records. The task is: describe an organic reaction: reactants, conditions, products, and yield The reactants are [N+](=O)([O-])C=1C=C(C=C(C1)C(F)(F)F)CO ([3-nitro-5-(trifluoromethyl)phenyl]methanol), C1=CC=C(C=C1)P(C2=CC=CC=C2)C3=CC=CC=C3 (PPh3), C(Br)(Br)(Br)Br (CBr4). Run in C(Cl)Cl (DCM). Yields the product BrCC1=CC(=CC(=C1)C(F)(F)F)[N+](=O)[O-] (1-(bromomethyl)-3-nitro-5-(trifluoromethyl)benzene). Isolated yield 236.7%. RXN SMILES: [N+:1]([C:4]1[CH:5]=[C:6]([CH2:14]O)[CH:7]=[C:8]([C:10]([F:13])([F:12])[F:11])[CH:9]=1)([O-:3])=[O:2].C1C=CC(P(C2C=CC=CC=2)C2C=CC=CC=2)=CC=1.C(Br)(Br)(Br)[Br:36]>C(Cl)Cl>[Br:36][CH2:14][C:6]1[CH:7]=[C:8]([C:10]([F:13])([F:12])[F:11])[CH:9]=[C:4]([N+:1]([O-:3])=[O:2])[CH:5]=1. Procedure: To a solution of [3-nitro-5-(trifluoromethyl)phenyl]methanol (13.15 g, 59.5 mmol) in DCM (200 mL) at 0° C. was added PPh3 (18.7 g, 71.4 inmol) and CBr4 (21.7 g, 65.4 mmol). The reaction mixture was allowed to stir and warm to rt overnight. The reaction mixture was poured directly onto a pad of silica and the eluant was concentrated to give 1-(bromomethyl)-3-nitro-5-(trifluoromethyl)benzene as a yellow oil (40 g, 689%). Reactants: COC(=O)C1=C(C=C(C=C1)C1=CC(=CC=C1)C(CC(=O)C1=CC(=NC=C1)C)C1=C(C=CC=C1)C)F (3-fluoro-3′-[3-(2-methyl-pyridin-4-yl)-3-oxo-1-o-tolyl-propyl]-biphenyl-4-carboxylic acid methyl ester), Cl.NO (hydroxylamine hydrochloride), C(=O)(O)[O-].[Na+] (NaHCO3). The product is COC(=O)C1=C(C=C(C=C1)C1=CC(=CC=C1)C(CC(C1=CC(=NC=C1)C)=NO)C1=C(C=CC=C1)C)F (3-Fluoro-3′-[3-[hydroxyimino]-3-(2-methyl-pyridin-4-yl)-1-o-tolyl-propyl]-biphenyl-4-carboxylic acid methyl ester). As a reaction SMILES: [CH3:1][O:2][C:3]([C:5]1[CH:10]=[CH:9][C:8]([C:11]2[CH:16]=[CH:15][CH:14]=[C:13]([CH:17]([C:28]3[CH:33]=[CH:32][CH:31]=[CH:30][C:29]=3[CH3:34])[CH2:18][C:19]([C:21]3[CH:26]=[CH:25][N:24]=[C:23]([CH3:27])[CH:22]=3)=O)[CH:12]=2)=[CH:7][C:6]=1[F:35])=[O:4].Cl.[NH2:37][OH:38].C([O-])(O)=O.[Na+]>>[CH3:1][O:2][C:3]([C:5]1[CH:10]=[CH:9][C:8]([C:11]2[CH:16]=[CH:15][CH:14]=[C:13]([CH:17]([C:28]3[CH:33]=[CH:32][CH:31]=[CH:30][C:29]=3[CH3:34])[CH2:18][C:19](=[N:37][OH:38])[C:21]3[CH:26]=[CH:25][N:24]=[C:23]([CH3:27])[CH:22]=3)[CH:12]=2)=[CH:7][C:6]=1[F:35])=[O:4] |f:1.2,3.4|. Procedure: In analogy to example 74, step 7, from 3-fluoro-3′-[3-(2-methyl-pyridin-4-yl)-3-oxo-1-o-tolyl-propyl]-biphenyl-4-carboxylic acid methyl ester and hydroxylamine hydrochloride in the presence of NaHCO3 was prepared the title compound as a mixture of E and Z isomers (4.4:1) as a white foam, MS (ESI+): m/z=483.2 ([M+H]+).